Dataset: the Open Reaction Database (ORD), a public repository of structured organic reaction records. Task: describe an organic reaction: reactants, conditions, products, and yield Starting materials: [H-].[Na+] (Sodium hydride), suspension, ClC1=NC=NC2=CC(=C(C=C12)OC)OCCCN1CCOCC1 (4-chloro-6-methoxy-7-(3-morpholinopropoxy)quinazoline). The solvent is O1CCCC1 (tetrahydrofuran), ClCCl.CO (dichloromethane methanol), 4-(2-diethoxymethyl-5-aminopyrimidine) 6-methoxy-7-(3-morpholinopropoxy)quinazoline. Reaction conditions: temperature 70 celsius. The product is CCCC(C)C.CCOCC (isohexane ether). The yield is 353.5%. Reaction SMILES: [H-].[Na+].Cl[C:4]1[C:13]2[C:8](=[CH:9][C:10]([O:16][CH2:17][CH2:18]CN3CCOCC3)=C(OC)[CH:12]=2)N=CN=1>O1CCCC1.ClCCl.CO>[CH3:10][CH2:9][CH2:8][CH:13]([CH3:4])[CH3:12].[CH3:9][CH2:10][O:16][CH2:17][CH3:18] |f:0.1,4.5,6.7|. Procedure: Sodium hydride (500 mg of a 60% suspension in mineral oil, 10 mmol) was added to a solution of with 4-chloro-6-methoxy-7-(3-morpholinopropoxy)quinazoline (2.02 g, 6.0 mmol) 2-diethyoxymethyl-5-aminopyrimidine (1.0 g, 5.0 mmol) in tetrahydrofuran (25 ml) and the reaction was heated at 70° C. for 2 hours. The reaction was cooled and excess sodium hydride quenched by the addition of methanol (1 ml) followed by concentration to dryness. The residue was dissolved in dichloromethane/methanol 20:1 (30 ... Starting materials: CCc1cc(CC)c2c(C#N)c(C=CC(=O)NC3CCOC(C)(C)C3)n(C3CCc4ccccc43)c2n1, CCc1cc(CC)c2c(C#N)c(C=CC(=O)O)n(C3CCc4ccccc43)c2n1, C1COCCN1. The product is CCc1cc(CC)c2c(C#N)c(C=CC(=O)N3CCOCC3)n(C3CCc4ccccc43)c2n1. Reaction SMILES: [C:1](#[N:2])[c:3]1[c:4]([CH:25]=[CH:26][C:27](=[O:28])[NH:29][CH:30]2[CH2:31][CH2:32][O:33][C:34]([CH3:35])([CH3:36])[CH2:37]2)[n:5]([CH:16]2[CH2:17][CH2:18][c:19]3[cH:20][cH:21][cH:22][cH:23][c:24]32)[c:6]2[n:7][c:8]([CH2:14][CH3:15])[cH:9][c:10]([CH2:12][CH3:13])[c:11]12.[C:38]([c:39]1[c:40]2[c:41]([n:42][c:43]([CH2:44][CH3:45])[cH:46][c:47]2[CH2:48][CH3:49])[n:50]([CH:51]2[c:52]3[c:53]([cH:54][cH:55][cH:56][cH:57]3)[CH2:58][CH2:59]2)[c:60]1[CH:61]=[CH:62][C:63]([OH:64])=[O:65])#[N:66].[CH2:67]1[CH2:68][O:69][CH2:70][CH2:71][NH:72]1>>[C:1](#[N:2])[c:3]1[c:4]([CH:25]=[CH:26][C:27](=[O:28])[N:29]2[CH2:67][CH2:68][O:69][CH2:70][CH2:71]2)[n:5]([CH:16]2[CH2:17][CH2:18][c:19]3[cH:20][cH:21][cH:22][cH:23][c:24]32)[c:6]2[n:7][c:8]([CH2:14][CH3:15])[cH:9][c:10]([CH2:12][CH3:13])[c:11]12. Reactants: Cc1cc2ncc3cc(-c4ccccc4)c(-c4ccc(CN5CCC(NC(=O)OC(C)(C)C)CC5)cc4)nc3n2n1, ClCCl, O=C(O)C(F)(F)F. Yields the product Cc1cc2ncc3cc(-c4ccccc4)c(-c4ccc(CN5CCC(N)CC5)cc4)nc3n2n1. Reaction SMILES: [C:1]([O:2][C:3](=[O:4])[NH:7][CH:8]1[CH2:9][CH2:10][N:11]([CH2:14][c:15]2[cH:16][cH:17][c:18](-[c:21]3[c:22](-[c:35]4[cH:36][cH:37][cH:38][cH:39][cH:40]4)[cH:23][c:24]4[cH:25][n:26][c:27]5[n:28]([c:29]4[n:30]3)[n:31][c:32]([CH3:34])[cH:33]5)[cH:19][cH:20]2)[CH2:12][CH2:13]1)([CH3:5])([CH3:6])[CH3:41].[Cl:49][CH2:50][Cl:51].[F:42][C:43]([F:44])([F:45])[C:46]([OH:47])=[O:48]>>[NH2:7][CH:8]1[CH2:9][CH2:10][N:11]([CH2:14][c:15]2[cH:16][cH:17][c:18](-[c:21]3[c:22](-[c:35]4[cH:36][cH:37][cH:38][cH:39][cH:40]4)[cH:23][c:24]4[cH:25][n:26][c:27]5[n:28]([c:29]4[n:30]3)[n:31][c:32]([CH3:34])[cH:33]5)[cH:19][cH:20]2)[CH2:12][CH2:13]1. The solvent is CO (methanol). RXN SMILES: [C:1]([OH:10])(=[O:9])[CH2:2][CH2:3][CH2:4][CH2:5][C:6]([OH:8])=[O:7].[NH:11]1[CH2:16][CH2:15][CH2:14][CH2:13][CH2:12]1>CO>[NH:11]1[CH2:16][CH2:15][CH2:14][CH2:13][CH2:12]1.[C:1]([OH:10])(=[O:9])[CH2:2][CH2:3][CH2:4][CH2:5][C:6]([OH:8])=[O:7] |f:3.4|. Isolated yield 115.0%. Starting materials: C(CCCCC(=O)O)(=O)O (adipic acid), N1CCCCC1 (piperidine). Procedure: To a solution of 7.3 g (0.05 mol) of adipic acid dissolved in 100 ml of methanol, 8.5 g (0.1 mol) of piperidine was added dropwise under stirring, and the precipitate crystals were filtered and dried, to obtain a 13.3 g (yield 55.0%) of adipic acid piperidine salt (molar ratio 1:2) of white crystals. Product: N1CCCCC1.C(CCCCC(=O)O)(=O)O (adipic acid piperidine salt). Reactants: ClCCl, CCOCC, OCCCCCOc1ccc(Cl)cc1, O=[Cr](=O)([O-])Cl, c1cc[nH+]cc1. The product is O=CCCCCOc1ccc(Cl)cc1. As a reaction SMILES: [CH2:26]([Cl:27])[Cl:28].[CH2:29]([O:30][CH2:31][CH3:32])[CH3:33].[Cl:12][c:13]1[cH:14][cH:15][c:16]([O:17][CH2:18][CH2:19][CH2:20][CH2:21][CH2:22][OH:23])[cH:24][cH:25]1.[O:1]=[Cr:2]([Cl:3])([O-:4])=[O:5].[nH+:6]1[cH:7][cH:8][cH:9][cH:10][cH:11]1>>[Cl:12][c:13]1[cH:14][cH:15][c:16]([O:17][CH2:18][CH2:19][CH2:20][CH2:21][CH:22]=[O:23])[cH:24][cH:25]1. Starting materials: CN[C@@H]1CC[C@H](CC1)CCCCCOS(=O)(=O)C (trans-Methansulfonic acid 5-(4-methyl amino-cyclohexyl)-pentyl ester), CN (methylamine), FC(C(=O)O)(F)F (trifluoroacetic acid), ClC(=O)OC1=CC=C(C=C1)C(F)(F)F (4-trifluoromethyl-phenyl chloroformate). Product: FC(C1=CC=C(C=C1)OC(N([C@@H]1CC[C@H](CC1)CCCCCNC)C)=O)(F)F (trans-Methyl-[4-(5-methylamino-pentyl)-cyclohexyl]-carbamic acid 4-trifluoromethyl-phenyl ester). Reaction SMILES: [CH3:1][NH:2][C@H:3]1[CH2:8][CH2:7][C@H:6]([CH2:9][CH2:10][CH2:11][CH2:12][CH2:13]OS(C)(=O)=O)[CH2:5][CH2:4]1.FC(F)(F)C(O)=O.Cl[C:27]([O:29][C:30]1[CH:35]=[CH:34][C:33]([C:36]([F:39])([F:38])[F:37])=[CH:32][CH:31]=1)=[O:28].[CH3:40][NH2:41]>>[F:37][C:36]([F:39])([F:38])[C:33]1[CH:34]=[CH:35][C:30]([O:29][C:27](=[O:28])[N:2]([CH3:1])[C@H:3]2[CH2:4][CH2:5][C@H:6]([CH2:9][CH2:10][CH2:11][CH2:12][CH2:13][NH:41][CH3:40])[CH2:7][CH2:8]2)=[CH:31][CH:32]=1. Procedure: In analogy to examples 29.10 and 29.11, trans-Methansulfonic acid 5-(4-methyl amino-cyclohexyl)-pentyl ester.trifluoroacetic acid salt and 4-trifluoromethyl-phenyl chloroformate were reacted, followed by treatment with methylamine to give trans-Methyl-[4-(5-methylamino-pentyl)-cyclohexyl]-carbamic acid 4-trifluoromethyl-phenyl ester, MS: 401 (MH+). Reactants: O=C([O-])[O-], CC(=O)CC(C)=O, CC(=O)[O-], CCO, [K+], O=N[O-], Nc1cccnc1, [Na+], [Na+], [Na+], O, O=S(=O)(O)O. Yields the product CC(=O)C(=NNc1cccnc1)C(C)=O. Reaction SMILES: [C:29](=[O:30])([O-:31])[O-:32].[CH3:17][C:18]([CH2:19][C:20]([CH3:21])=[O:22])=[O:23].[CH3:25][C:26](=[O:27])[O-:28].[CH3:36][CH2:37][OH:38].[K+:24].[N:13]([O-:14])=[O:15].[NH2:1][c:2]1[cH:3][n:4][cH:5][cH:6][cH:7]1.[Na+:16].[Na+:33].[Na+:34].[OH2:35].[S:8](=[O:9])(=[O:10])([OH:11])[OH:12]>>[NH:1]([c:2]1[cH:3][n:4][cH:5][cH:6][cH:7]1)[N:13]=[C:19]([C:18]([CH3:17])=[O:23])[C:20]([CH3:21])=[O:22]. The reactants are ketone, COC=1C=C(CN(CC(=O)C2=CC3=CC=CC=C3C=C2)C)C=CC1 (2-((3-methoxybenzyl)(methyl)amino)-1-(naphthalen-2-yl)ethanone), ice, [BH4-].[Na+] (sodium borohydride). Solvent: CO (methanol). Conditions: temperature 12.5 celsius, time 50 minute. Yields the product COC=1C=C(CN(CC(O)C2=CC3=CC=CC=C3C=C2)C)C=CC1 (2-((3-methoxybenzyl)(methyl)amino)-1-(naphthalen-2-yl)ethanol). Reaction SMILES: [CH3:1][O:2][C:3]1[CH:4]=[C:5]([CH:22]=[CH:23][CH:24]=1)[CH2:6][N:7]([CH3:21])[CH2:8][C:9]([C:11]1[CH:20]=[CH:19][C:18]2[C:13](=[CH:14][CH:15]=[CH:16][CH:17]=2)[CH:12]=1)=[O:10].[BH4-].[Na+]>CO>[CH3:1][O:2][C:3]1[CH:4]=[C:5]([CH:22]=[CH:23][CH:24]=1)[CH2:6][N:7]([CH3:21])[CH2:8][CH:9]([C:11]1[CH:20]=[CH:19][C:18]2[C:13](=[CH:14][CH:15]=[CH:16][CH:17]=2)[CH:12]=1)[OH:10] |f:1.2|. Procedure: A solution of the ketone, Compound 4, (512.2 g, 1.57 mol) in methanol (4.0 L) was split equally into two flasks. To each half of the ice-cold solution was added sodium borohydride (33.0 g, 0.87 mol) in batches (˜30 min). After the addition, the reaction solution was stirred at 0° C. (internal temperature 10-15° C.) for 50 min before it was quenched slowly with water (˜500 mL). The reaction mixture was then concentrated in vacuo to remove most of the organic solvent. The residue obtained from the... Starting materials: N1CCCC1 (Pyrrolidine), CC(=O)C=C (methyl vinylketone), [BH4-].[Na+] (NaBH4). The solvent is C1CCOC1 (THF). Conditions: time 8 hour. Yields the product N1(CCCC1)CCC(C)O (4-Pyrrolidin-1-yl-butan-2-ol). The yield is 37.8%. RXN SMILES: [NH:1]1[CH2:5][CH2:4][CH2:3][CH2:2]1.[CH3:6][C:7]([CH:9]=[CH2:10])=[O:8].[BH4-].[Na+]>C1COCC1>[N:1]1([CH2:10][CH2:9][CH:7]([OH:8])[CH3:6])[CH2:5][CH2:4][CH2:3][CH2:2]1 |f:2.3|. Procedure details: Pyrrolidine (2 ml, 24 mmol), THF (20 ml) and methyl vinylketone (2.5 ml, 31 mmol) were mixed together and stirred overnight. NaBH4 (1.17 g, 31 mmol) was added to the reaction mixture and stirred for 3 hours. The reaction was quenched with water (20 ml) and extracted with TBME (2×20 ml). The combined organic extracts were dried over MgSO4, filtered, washed with TBME and concentrated in vacuo. The crude product was purified by column chromatography, eluting with DCM:MeOH:NH3 (94:5:1), to give the ...